From a dataset of the Open Reaction Database (ORD), a public repository of structured organic reaction records. describe an organic reaction: reactants, conditions, products, and yield Starting materials: CC(=O)O[BH-](OC(C)=O)OC(C)=O, C1CCNC1, CC(=O)O, ClCCCl, CN1C(=O)C(c2ccc(OC(F)F)cc2)(c2cccc(C=O)c2)N=C1N, [Na+], [Na+], [OH-]. Yields the product CN1C(=O)C(c2ccc(OC(F)F)cc2)(c2cccc(CN3CCCC3)c2)N=C1N. RXN SMILES: [C:32]([O:33][BH-:34]([O:35][C:36](=[O:37])[CH3:38])[O:39][C:40](=[O:41])[CH3:42])(=[O:43])[CH3:44].[CH2:27]1[CH2:28][CH2:29][NH:30][CH2:31]1.[CH3:52][C:53](=[O:54])[OH:55].[Cl:48][CH2:49][CH2:50][Cl:51].[NH2:1][C:2]1=[N:6][C:5]([c:7]2[cH:8][cH:9][c:10]([O:13][CH:14]([F:15])[F:16])[cH:11][cH:12]2)([c:17]2[cH:18][c:19]([CH:20]=[O:21])[cH:22][cH:23][cH:24]2)[C:4](=[O:25])[N:3]1[CH3:26].[Na+:45].[Na+:47].[OH-:46]>>[NH2:1][C:2]1=[N:6][C:5]([c:7]2[cH:8][cH:9][c:10]([O:13][CH:14]([F:15])[F:16])[cH:11][cH:12]2)([c:17]2[cH:18][c:19]([CH2:20][N:30]3[CH2:29][CH2:28][CH2:27][CH2:31]3)[cH:22][cH:23][cH:24]2)[C:4](=[O:25])[N:3]1[CH3:26]. Starting materials: Cl (HCl), C(C1=CC=CC=C1)(=O)C=1C=C(C=NC1)N1[C@@H]2CN([C@H](C1)C2)C(=O)OC(C)(C)C ((1S,4S)-5-(5-Benzoyl-3-pyridyl)-2-(tert-butoxycarbonyl)-2,5-diazabicyclo[2.2.1]heptane), ice water. Solvent: C(C)(=O)OCC (ethyl acetate). Reaction conditions: time 8 hour. The product is Cl.Cl.C(C1=CC=CC=C1)(=O)C=1C=C(C=NC1)N1[C@@H]2CN[C@H](C1)C2 ((1S,4S)-2-(5-Benzoyl-3-pyridyl)-2,5-diazabicyclo[2.2.1]heptane dihydrochloride). The yield is 90.0%. RXN SMILES: [C:1]([C:9]1[CH:10]=[C:11]([N:15]2[CH2:20][C@@H:19]3[CH2:21][C@H:16]2[CH2:17][N:18]3C(OC(C)(C)C)=O)[CH:12]=[N:13][CH:14]=1)(=[O:8])[C:2]1[CH:7]=[CH:6][CH:5]=[CH:4][CH:3]=1.[ClH:29]>C(OCC)(=O)C>[ClH:29].[ClH:29].[C:1]([C:9]1[CH:10]=[C:11]([N:15]2[CH2:20][C@@H:19]3[CH2:21][C@H:16]2[CH2:17][NH:18]3)[CH:12]=[N:13][CH:14]=1)(=[O:8])[C:2]1[CH:3]=[CH:4][CH:5]=[CH:6][CH:7]=1 |f:3.4.5|. Procedure details: (1S,4S)-5-(5-Benzoyl-3-pyridyl)-2-(tert-butoxycarbonyl)-2,5-diazabicyclo[2.2.1]heptane (0.360 g, 0.95 mmol) was dissolved in ethyl acetate (30 mL). The solution was saturated with HCl gas at 5° C. (ice water bath) and was allowed to stand overnight at room temperature. After evaporation of the solvent under vacuum, the residue was triturated with ether. The formed precipitate was dried under vacuum to give 0.30 g (90%) of a yellow powder. The reactants are ClCCl, CC(C)(C)C=O, c1cnccn1. Yields the product CC(C)(C)C(=O)c1cnccn1. RXN SMILES: [CH2:13]([Cl:14])[Cl:15].[CH3:7][C:8]([CH:9]=[O:10])([CH3:11])[CH3:12].[cH:1]1[cH:2][n:3][cH:4][cH:5][n:6]1>>[cH:1]1[c:2]([C:9]([C:8]([CH3:7])([CH3:11])[CH3:12])=[O:10])[n:3][cH:4][cH:5][n:6]1. The reactants are [N+](=O)(O)[O-] (Nitric acid), C(C)(=O)NC1=CC(=C(C(=O)O)C=C1)O (4-acetamido-2-hydroxybenzoic acid). The solvent is C(=O)(C(F)(F)F)O (TFA). Conditions: time 3 hour. Product: C(C)(=O)NC1=CC(=C(C(=O)O)C=C1[N+](=O)[O-])O (4-acetamido-2-hydroxy-5-nitrobenzoic acid). The yield is 27.9%. RXN SMILES: [N+:1]([O-:4])(O)=[O:2].[C:5]([NH:8][C:9]1[CH:17]=[CH:16][C:12]([C:13]([OH:15])=[O:14])=[C:11]([OH:18])[CH:10]=1)(=[O:7])[CH3:6]>C(O)(C(F)(F)F)=O>[C:5]([NH:8][C:9]1[C:17]([N+:1]([O-:4])=[O:2])=[CH:16][C:12]([C:13]([OH:15])=[O:14])=[C:11]([OH:18])[CH:10]=1)(=[O:7])[CH3:6]. Procedure: Nitric acid (fuming) (23.8 g, 378 mmol, 1.20 equiv) was added in portions under 50° C. to a mixture of 4-acetamido-2-hydroxybenzoic acid (61.4 g, 315 mmol, 1.00 equiv) and TFA (700 mL) in a 2-L round-bottom flask. The resulting solution was allowed to react, with stirring, for 3 hr at room temperature before being concentrated under vacuum. The residue was dissolved in 800 mL of acetone, stirred for 15 min. at reflux, then cooled. The solids were collected by filtration, giving 21.1 g (28%) of 4...